This data is from the Open Reaction Database (ORD), a public repository of structured organic reaction records. The task is: describe an organic reaction: reactants, conditions, products, and yield Reactants: NC=1C=CC(=C(C1)[C@]1(N=C(O[C@@H](C1)C(F)(F)F)N)C)F ((4S,6S)-4-(5-amino-2-fluorophenyl)-4-methyl-6-(trifluoromethyl)-5,6-dihydro-4H-1,3-oxazin-2-amine), FCOC=1N=CC(=NC1)C(=O)O (5-(fluoromethoxy)pyrazine-2-carboxylic acid). Product: NC=1O[C@@H](C[C@@](N1)(C)C=1C=C(C=CC1F)NC(=O)C1=NC=C(N=C1)OCF)C(F)(F)F (N-(3-((4S,6S)-2-Amino-4-methyl-6-(trifluoromethyl)-5,6-dihydro-4H-1,3-oxazin-4-yl)-4-fluorophenyl)-5-(fluoromethoxy)pyrazine-2-carboxamide). Reaction SMILES: [NH2:1][C:2]1[CH:3]=[CH:4][C:5]([F:20])=[C:6]([C@:8]2([CH3:19])[CH2:13][C@@H:12]([C:14]([F:17])([F:16])[F:15])[O:11][C:10]([NH2:18])=[N:9]2)[CH:7]=1.[F:21][CH2:22][O:23][C:24]1[N:25]=[CH:26][C:27]([C:30](O)=[O:31])=[N:28][CH:29]=1>>[NH2:18][C:10]1[O:11][C@H:12]([C:14]([F:16])([F:17])[F:15])[CH2:13][C@:8]([C:6]2[CH:7]=[C:2]([NH:1][C:30]([C:27]3[CH:26]=[N:25][C:24]([O:23][CH2:22][F:21])=[CH:29][N:28]=3)=[O:31])[CH:3]=[CH:4][C:5]=2[F:20])([CH3:19])[N:9]=1. Reported procedure: The coupling of (4S,6S)-4-(5-amino-2-fluorophenyl)-4-methyl-6-(trifluoromethyl)-5,6-dihydro-4H-1,3-oxazin-2-amine (XI-1) and 5-(fluoromethoxy)pyrazine-2-carboxylic acid [J. M. Ellard et al. WO2011009898 (2011)] following General Procedure G yielded the title compound as a colorless amorphous solid. MS: m/z=446.5 [M+H]+. The reactants are hydrochloride salt, COC1=CC=C(C=C1)C1=CC(=CC=2CC(OC21)COS(=O)(=O)C2=CC=C(C=C2)C)C2=CC=CC=C2 ((±)-{[7-(4-methoxyphenyl)-5-phenyl-2,3-dihydro-1-benzofuran-2-yl]methyl}4-methylbenzenesulfonate), CN (methylamine). Product: COC1=CC=C(C=C1)C1=CC(=CC=2CC(OC21)CNC)C2=CC=CC=C2 ((±)-{[7-(4-methoxyphenyl)-5-phenyl-2,3-dihydro-1-benzofuran-2-yl]methyl}methylamine). Reaction SMILES: [CH3:1][O:2][C:3]1[CH:8]=[CH:7][C:6]([C:9]2[C:17]3[O:16][CH:15]([CH2:18]OS(C4C=CC(C)=CC=4)(=O)=O)[CH2:14][C:13]=3[CH:12]=[C:11]([C:30]3[CH:35]=[CH:34][CH:33]=[CH:32][CH:31]=3)[CH:10]=2)=[CH:5][CH:4]=1.[CH3:36][NH2:37]>>[CH3:1][O:2][C:3]1[CH:8]=[CH:7][C:6]([C:9]2[C:17]3[O:16][CH:15]([CH2:18][NH:37][CH3:36])[CH2:14][C:13]=3[CH:12]=[C:11]([C:30]3[CH:35]=[CH:34][CH:33]=[CH:32][CH:31]=3)[CH:10]=2)=[CH:5][CH:4]=1. Procedure details: The title compound was prepared (0.081 g, 99%) following the general procedure of Example 390 as a white solid, hydrochloride salt from (±)-{[7-(4-methoxyphenyl)-5-phenyl-2,3-dihydro-1-benzofuran-2-yl]methyl}4-methylbenzenesulfonate (0.10 g, 0.21 mmol) and methylamine (0.30 g, 9.8 mmol). mp >250° C. The reactants are product, FC1=CC(=C(C=C1F)CC(=O)C1=CC(=C(C=C1)OC)[N+](=O)[O-])[N+](=O)[O-] (2-(4,5-difluoro-2-nitro-phenyl)-1-(4-methoxy-3-nitro-phenyl)-ethanone). Reagents/catalysts: [Zn] (zinc), [Zn] (zinc). Run in C(C)(=O)O (acetic acid). Conditions: time 1 hour. Product: FC=1C=C2C=C(NC2=CC1F)C=1C=CC(=C(C1)N)OC (5-(5,6-Difluoro-1H-indol-2-yl)-2-methoxy-phenylamine). As a reaction SMILES: [F:1][C:2]1[C:7]([F:8])=[CH:6][C:5]([CH2:9][C:10]([C:12]2[CH:17]=[CH:16][C:15]([O:18][CH3:19])=[C:14]([N+:20]([O-])=O)[CH:13]=2)=O)=[C:4]([N+:23]([O-])=O)[CH:3]=1>C(O)(=O)C.[Zn]>[F:8][C:7]1[CH:6]=[C:5]2[C:4](=[CH:3][C:2]=1[F:1])[NH:23][C:10]([C:12]1[CH:17]=[CH:16][C:15]([O:18][CH3:19])=[C:14]([NH2:20])[CH:13]=1)=[CH:9]2. Procedure: To a mixture of the product from Step C, 2-(4,5-difluoro-2-nitro-phenyl)-1-(4-methoxy-3-nitro-phenyl)-ethanone (4.00 g, 11.3 mmol) in glacial acetic acid (100 mL) was added in portions zinc dust (28 g, 325 mesh) at 0° C. Upon adding a few portions of zinc, the reaction mixture became a solid mass. The cooling bath was removed, and the remaining zinc was added in portions; the cooling bath was replaced, and stirring was continued for 1 hour at 0° C. and 1 hour at room temperature. The zinc metal ...